Dataset: the Open Reaction Database (ORD), a public repository of structured organic reaction records. Task: describe an organic reaction: reactants, conditions, products, and yield The reactants are OO (H2O2), C(CCCCC)OC1=CC=C(C=C1)N=NC1=CC=C(C=C1)OC(CCOCCCC)=O (4'-hexyloxy-4-α-butoxypropanoyloxyazobenzene), O (water). The solvent is C(C)(=O)O (acetic acid). Run at time 30 hour. Product: C(CCCCC)OC1=CC=C(C=C1)N=[N+]([O-])C1=CC=C(C=C1)OC(CCOCCCC)=O (4'-hexyloxy-4-α-butoxypropanoyloxyazoxybenzene). RXN SMILES: [CH2:1]([O:7][C:8]1[CH:13]=[CH:12][C:11]([N:14]=[N:15][C:16]2[CH:21]=[CH:20][C:19]([O:22][C:23](=[O:31])[CH2:24][CH2:25][O:26][CH2:27][CH2:28][CH2:29][CH3:30])=[CH:18][CH:17]=2)=[CH:10][CH:9]=1)[CH2:2][CH2:3][CH2:4][CH2:5][CH3:6].[OH:32]O.O>C(O)(=O)C>[CH2:1]([O:7][C:8]1[CH:13]=[CH:12][C:11]([N:14]=[N+:15]([C:16]2[CH:17]=[CH:18][C:19]([O:22][C:23](=[O:31])[CH2:24][CH2:25][O:26][CH2:27][CH2:28][CH2:29][CH3:30])=[CH:20][CH:21]=2)[O-:32])=[CH:10][CH:9]=1)[CH2:2][CH2:3][CH2:4][CH2:5][CH3:6]. Reported procedure: 0.81 g of the 4'-hexyloxy-4-α-butoxypropanoyloxyazobenzene was dissolved in 40 ml of glacial acetic acid and the mixture was stirred under heating at 50°-60° C. About 5 ml of 31% H2O2 aqueous solution was added dropwise to the mixture in about 6 hours. The mixture was further left standing for 4 hours at 50°-60° C., for 30 hours at room temperature, charged into 400 ml of deionized water and extracted with ether. The extract was washed with 50 ml of 5% Na2CO3 aqueous solution and deionized water...